Dataset: the Open Reaction Database (ORD), a public repository of structured organic reaction records. Task: describe an organic reaction: reactants, conditions, products, and yield Reactants: NC=1C=C(C#N)C=CC1NCC (3-amino-4-ethylaminobenzonitrile), FC=1C=C(C=CC1)N1N=CC=C1CC(=O)O (1-(3-Fluorophenyl)-5-carboxymethylpyrazole), Cl.CN(CCCN=C=NCC)C (1-(3-dimethylaminopropyl)-3-ethylcarbodiimide hydrochloride). Solvent: N1=CC=CC=C1 (pyridine). Run at time 17.5 hour. The product is C(C)N1C(=NC2=C1C=CC(=C2)C#N)CC=2N(N=CC2)C2=CC(=CC=C2)F (1-Ethyl-2-{[2-(3-fluorophenyl)-pyrazol-3-yl]methyl}-5-cyano-1H-benzimidazole). RXN SMILES: [NH2:1][C:2]1[CH:3]=[C:4]([CH:7]=[CH:8][C:9]=1[NH:10][CH2:11][CH3:12])[C:5]#[N:6].[F:13][C:14]1[CH:15]=[C:16]([N:20]2[C:24]([CH2:25][C:26](O)=O)=[CH:23][CH:22]=[N:21]2)[CH:17]=[CH:18][CH:19]=1.Cl.CN(C)CCCN=C=NCC>N1C=CC=CC=1>[CH2:11]([N:10]1[C:9]2[CH:8]=[CH:7][C:4]([C:5]#[N:6])=[CH:3][C:2]=2[N:1]=[C:26]1[CH2:25][C:24]1[N:20]([C:16]2[CH:17]=[CH:18][CH:19]=[C:14]([F:13])[CH:15]=2)[N:21]=[CH:22][CH:23]=1)[CH3:12] |f:2.3|. Procedure details: To a stirring solution of 3-amino-4-ethylaminobenzonitrile (887 mg, 5.5 mmol) and 1-(3-Fluorophenyl)-5-carboxymethylpyrazole (1.10 g, 5 mmol) in pyridine (5 mL) is added 1-(3-dimethylaminopropyl)-3-ethylcarbodiimide hydrochloride (1.15 g, 6 mmol). The mixture is stirred at room temperature for 17.5 h, then concentrated. The residue is cooled in an ice bath, aqueous HCl is added with stirring, the precipitate is collected by filtration, rinsed well with water and dried. The solid is added to acet... The reactants are CC(Cl)c1cccnc1, OC3=CC=C4C5=C3CCCN5CCC4. Reagents/catalysts: O=C([O-])[O-].[Cs+].[Cs+] (cesium carbonate), [I-].[K+] (potassium iodide). Run in CN(C)C=O (DMF), CN(C)C=O (dmf), CN(C)C=O (DMF). Conditions: temperature 70 celsius, time 16 hour. The product is CC(C4=CC=CN=C4)OC5=CC=C6C7=C5CCCN7CCC6.